Dataset: the Open Reaction Database (ORD), a public repository of structured organic reaction records. Task: describe an organic reaction: reactants, conditions, products, and yield Reactants: C1CCOC1, CC1(C)CCC(C)(C)c2cc(Cc3coc(C=O)c3)ccc21, CCOC(=O)CP(=O)(OCC)OCC, [H-], [Na+]. The product is CCOC(=O)C=Cc1cc(Cc2ccc3c(c2)C(C)(C)CCC3(C)C)co1. As a reaction SMILES: [CH2:39]1[O:40][CH2:41][CH2:42][CH2:43]1.[CH3:17][C:18]1([CH3:38])[c:19]2[cH:20][cH:21][c:22]([CH2:30][c:31]3[cH:32][c:33]([CH:36]=[O:37])[o:34][cH:35]3)[cH:23][c:24]2[C:25]([CH3:28])([CH3:29])[CH2:26][CH2:27]1.[CH3:3][CH2:4][O:5][C:6](=[O:7])[CH2:8][P:9]([O:10][CH2:11][CH3:12])([O:13][CH2:14][CH3:15])=[O:16].[H-:1].[Na+:2]>>[CH3:3][CH2:4][O:5][C:6](=[O:7])[CH:8]=[CH:36][c:33]1[cH:32][c:31]([CH2:30][c:22]2[cH:21][cH:20][c:19]3[c:24]([cH:23]2)[C:25]([CH3:28])([CH3:29])[CH2:26][CH2:27][C:18]3([CH3:17])[CH3:38])[cH:35][o:34]1.